From a dataset of the Open Reaction Database (ORD), a public repository of structured organic reaction records. describe an organic reaction: reactants, conditions, products, and yield The reactants are CC(C)NC(C)C, [Li], Clc1nc(N2CCC2)c2nc(Cl)c(Cl)nc2n1, C1CCOC1, O, OC1CCOCC1. The product is Clc1nc(N2CCC2)c2nc(Cl)c(OC3CCOCC3)nc2n1. Reaction SMILES: [CH:8]([NH:9][CH:10]([CH3:11])[CH3:12])([CH3:13])[CH3:14].[Li:15].[N:16]1([c:20]2[n:21][c:22]([Cl:32])[n:23][c:24]3[n:25][c:26]([Cl:31])[c:27]([Cl:30])[n:28][c:29]23)[CH2:17][CH2:18][CH2:19]1.[O:34]1[CH2:35][CH2:36][CH2:37][CH2:38]1.[OH2:33].[OH:1][CH:2]1[CH2:3][CH2:4][O:5][CH2:6][CH2:7]1>>[O:1]([CH:2]1[CH2:3][CH2:4][O:5][CH2:6][CH2:7]1)[c:26]1[n:25][c:24]2[n:23][c:22]([Cl:32])[n:21][c:20]([N:16]3[CH2:17][CH2:18][CH2:19]3)[c:29]2[n:28][c:27]1[Cl:30]. Starting materials: CCCCCC1CCC(CCCCC2CCC(=O)CC2)CC1, C1CCOC1, [Cl-], Fc1cc(F)cc(Br)c1, [Mg], [NH4+]. Yields the product CCCCCC1CCC(CCCCC2CC=C(c3cc(F)cc(F)c3)CC2)CC1. As a reaction SMILES: [CH2:11]([CH2:12][CH2:13][CH2:14][CH3:15])[CH:16]1[CH2:17][CH2:18][CH:19]([CH2:22][CH2:23][CH2:24][CH2:25][CH:26]2[CH2:27][CH2:28][C:29](=[O:32])[CH2:30][CH2:31]2)[CH2:20][CH2:21]1.[CH2:35]1[O:36][CH2:37][CH2:38][CH2:39]1.[Cl-:33].[F:2][c:3]1[cH:4][c:5]([Br:10])[cH:6][c:7]([F:9])[cH:8]1.[Mg:1].[NH4+:34]>>[F:2][c:3]1[cH:4][c:5]([C:29]2=[CH:28][CH2:27][CH:26]([CH2:25][CH2:24][CH2:23][CH2:22][CH:19]3[CH2:18][CH2:17][CH:16]([CH2:11][CH2:12][CH2:13][CH2:14][CH3:15])[CH2:21][CH2:20]3)[CH2:31][CH2:30]2)[cH:6][c:7]([F:9])[cH:8]1. Reactants: ClC=1C(C(C(C1)(O[Si](C)(C)C)CCC(CCCC(C)C)C)C(CCCCCC(=O)OC)O)=O (2-chloro-4-(3,7-dimethyloctyl)-5-(1-hydroxy-6-methoxycarbonylhexyl)-4-trimethylsilyloxy-2-cyclopentenone), N12CCCCCC2=NCCC1 (1,8-diazabicyclo[5.4.0]undec-7-ene), S(=O)(=O)(O)[O-].[K+] (potassium hydrogen sulfate), CS(=O)(=O)Cl (methanesulfonyl chloride). Solvent: N1=CC=CC=C1 (pyridine). Run at time 1.5 hour. Product: ClC=1C(\C(\C(C1)(O[Si](C)(C)C)CCC(CCCC(C)C)C)=C/CCCCCC(=O)OC)=O (2-chloro-4-(3,7-dimethyloctyl)-5-[(Z)-6-methoxycarbonylhexylidene]-4-trimethylsilyloxy-2-cyclopentenone), ClC=1C(/C(/C(C1)(O[Si](C)(C)C)CCC(CCCC(C)C)C)=C/CCCCCC(=O)OC)=O (2-chloro-4 -(3,7-dimethyloctyl)-5-[(E)-6-methoxycarbonylhexylidene]-4-trimethylsilyloxy-2-cyclopentenone). The yield is 52.0%. Reaction SMILES: [Cl:1][C:2]1[C:3](=[O:33])[CH:4]([CH:22](O)[CH2:23][CH2:24][CH2:25][CH2:26][CH2:27][C:28]([O:30][CH3:31])=[O:29])[C:5]([CH2:12][CH2:13][CH:14]([CH3:21])[CH2:15][CH2:16][CH2:17][CH:18]([CH3:20])[CH3:19])([O:7][Si:8]([CH3:11])([CH3:10])[CH3:9])[CH:6]=1.CS(Cl)(=O)=O.N12CCCN=C1CCCCC2.S([O-])(O)(=O)=O.[K+]>N1C=CC=CC=1>[Cl:1][C:2]1[C:3](=[O:33])/[C:4](=[CH:22]\[CH2:23][CH2:24][CH2:25][CH2:26][CH2:27][C:28]([O:30][CH3:31])=[O:29])/[C:5]([CH2:12][CH2:13][CH:14]([CH3:21])[CH2:15][CH2:16][CH2:17][CH:18]([CH3:20])[CH3:19])([O:7][Si:8]([CH3:10])([CH3:11])[CH3:9])[CH:6]=1.[Cl:1][C:2]1[C:3](=[O:33])/[C:4](=[CH:22]/[CH2:23][CH2:24][CH2:25][CH2:26][CH2:27][C:28]([O:30][CH3:31])=[O:29])/[C:5]([CH2:12][CH2:13][CH:14]([CH3:21])[CH2:15][CH2:16][CH2:17][CH:18]([CH3:20])[CH3:19])([O:7][Si:8]([CH3:10])([CH3:11])[CH3:9])[CH:6]=1 |f:3.4|. Procedure: 22 mg (44 micromoles) of 2-chloro-4-(3,7-dimethyloctyl)-5-(1-hydroxy-6-methoxycarbonyl)-4-trimethylsilyloxy-2-cyclopentenone obtained in Example 4 was dissolved in 500 microliters of pyridine, and 50 microliters (646 micromoles) of methanesulfonyl chloride was added. The mixture was stirred for 1.5 hours. 200 microliters (1.34 mmoles) of 1,8-diazabicyclo[5.4.0]undec-7-ene was added, and the mixture was stirred for 30 minutes. A saturated aqueous solution of potassium hydrogen sulfate was added, ... Reactants: COC(=O)c1ccccc1Sc1ccc(Cl)cc1N, ClCCl, Cl, O. Yields the product O=C1Nc2cc(Cl)ccc2Sc2ccccc21. RXN SMILES: [CH3:1][O:2][C:3]([c:4]1[c:5]([S:10][c:11]2[c:12]([NH2:18])[cH:13][c:14]([Cl:17])[cH:15][cH:16]2)[cH:6][cH:7][cH:8][cH:9]1)=[O:19].[Cl:22][CH2:23][Cl:24].[ClH:21].[OH2:20]>>[O:2]=[C:3]1[c:4]2[c:5]([cH:6][cH:7][cH:8][cH:9]2)[S:10][c:11]2[c:12]([cH:13][c:14]([Cl:17])[cH:15][cH:16]2)[NH:18]1.